Dataset: the Open Reaction Database (ORD), a public repository of structured organic reaction records. Task: describe an organic reaction: reactants, conditions, products, and yield As a reaction SMILES: [NH2:1][C@@H:2]([CH2:26][C:27]1[CH:32]=[CH:31][CH:30]=[CH:29][CH:28]=1)[C:3]([N:5]1[CH2:10][CH2:9][N:8]([CH:11]([C:19]2[CH:24]=[CH:23][C:22]([F:25])=[CH:21][CH:20]=2)[C:12]2[CH:17]=[CH:16][C:15]([F:18])=[CH:14][CH:13]=2)[CH2:7][CH2:6]1)=[O:4].[CH:33](=O)[CH2:34][CH:35]([CH3:37])[CH3:36].C(O[BH-](OC(=O)C)OC(=O)C)(=O)C.[Na+].C([O-])(O)=O.[Na+].[ClH:58]>C(Cl)Cl.C(OCC)C.CCOC(C)=O>[ClH:58].[ClH:58].[F:18][C:15]1[CH:14]=[CH:13][C:12]([CH:11]([C:19]2[CH:24]=[CH:23][C:22]([F:25])=[CH:21][CH:20]=2)[N:8]2[CH2:7][CH2:6][N:5]([C:3](=[O:4])[C@@H:2]([NH:1][CH2:33][CH2:34][CH:35]([CH3:37])[CH3:36])[CH2:26][C:27]3[CH:32]=[CH:31][CH:30]=[CH:29][CH:28]=3)[CH2:10][CH2:9]2)=[CH:17][CH:16]=1 |f:2.3,4.5,10.11.12|. The yield is 20.0%. Procedure: (S)-2-Amino-1-{4-[bis-(4-fluoro-phenyl)-methyl]-piperazin-1-yl}-3-phenyl-propan-1-one (0.500 g, 1.15 mmol, Example 52) and isovaleraldehyde (0.123 mL, 1.15 mmol, Aldrich, Milwaukee, Wis.) were mixed in CH2Cl2 (6 mL). After stirring at ambient temperature under nitrogen atmosphere for 30 minutes, the solution was cooled to 0° C. in an ice-water bath. To this solution was added sodium triacetoxyborohydride (0.365 g, 1.72 mmol). The resulting reaction mixture was stirred for, in succession, 30 minu... Reactants: N[C@H](C(=O)N1CCN(CC1)C(C1=CC=C(C=C1)F)C1=CC=C(C=C1)F)CC1=CC=CC=C1 ((S)-2-Amino-1-(4-[bis-(4-fluoro-phenyl)-methyl]-piperazin-1-yl}-3-phenyl-propan-1-one), C(CC(C)C)=O (isovaleraldehyde), amine, C(=O)(O)[O-].[Na+] (NaHCO3), C(C)(=O)O[BH-](OC(C)=O)OC(C)=O.[Na+] (sodium triacetoxyborohydride), Cl (HCl). The solvent is C(Cl)Cl (CH2Cl2), hexanes, CCOC(=O)C (EtOAc), C(C)OCC (ethyl ether). Product: Cl.Cl.FC1=CC=C(C=C1)C(N1CCN(CC1)C([C@H](CC1=CC=CC=C1)NCCC(C)C)=O)C1=CC=C(C=C1)F ((S)-1-{4-[Bis-(4-fluoro-phenyl)-methyl]-piperazin-1-yl}-2-(3-methyl-butylamino)-3-phenyl-propan-1-one dihydrochloride). Conditions: time 30 minute. Starting materials: C1(=CC=CC=C1)CCC=C[C@@H]1CC[C@H](CC1)NC1=C2C(=NC=N1)NN=C2 (trans-[4-(4-phenyl-but-1-enyl)-cyclohexyl]-(1H-pyrazolo[3,4-d]pyrimidin-4-yl)-amine). Reagents/catalysts: [Pd] (palladium on carbon). The solvent is C(C)O (ethanol). Reaction conditions: time 18 hour. Product: C1(=CC=CC=C1)CCCC[C@@H]1CC[C@H](CC1)NC1=C2C(=NC=N1)NN=C2 (trans-[4-(4-Phenyl-butyl)-cyclohexyl]-(1H-pyrazolo[3,4-d]pyrimidin-4-yl)-amine). Yield: 198.8%. Reaction SMILES: [C:1]1([CH2:7][CH2:8][CH:9]=[CH:10][C@H:11]2[CH2:16][CH2:15][C@H:14]([NH:17][C:18]3[N:23]=[CH:22][N:21]=[C:20]4[NH:24][N:25]=[CH:26][C:19]=34)[CH2:13][CH2:12]2)[CH:6]=[CH:5][CH:4]=[CH:3][CH:2]=1>[Pd].C(O)C>[C:1]1([CH2:7][CH2:8][CH2:9][CH2:10][C@H:11]2[CH2:12][CH2:13][C@H:14]([NH:17][C:18]3[N:23]=[CH:22][N:21]=[C:20]4[NH:24][N:25]=[CH:26][C:19]=34)[CH2:15][CH2:16]2)[CH:6]=[CH:5][CH:4]=[CH:3][CH:2]=1. Procedure details: A mixture of 0.100 g of trans-[4-(4-phenyl-but-1-enyl)-cyclohexyl]-(1H-pyrazolo[3,4-d]pyrimidin-4-yl)-amine and 0.050 g of 10% palladium on carbon in 20 mL of ethanol was stirred under an atmosphere of hydrogen for 18 hours. The reaction was filtered to remove catalyst and concentrated under reduced pressure. Purification by C-18 reversed phase chromatography (0.1% trifluroacetic acid/water to 0.1% trifluoroacetic acid/acetonitrile) gave 0.200 g of pure product as a foam: HRMS=350.2324. Reactants: C(C)OC=C(C(=O)OCC)C(=O)OCC (diethyl ethoxymethylenemalonate), [Li+].CC(C)[N-]C(C)C (LDA), N1=C(C(=CC=C1)C)C (2,3-lutidine). Run in C1CCOC1 (THF), C1CCOC1 (THF), C1CCOC1 (THF). Conditions: temperature -78 celsius, time 40 minute. Yields the product CC1=CC=CN2C(C(=CC=C12)C(=O)OCC)=O (ethyl 9-methyl-4-oxo-4H-quinolizine-3-carboxylate). RXN SMILES: [Li+].CC([N-]C(C)C)C.[N:9]1[CH:14]=[CH:13][CH:12]=[C:11]([CH3:15])[C:10]=1[CH3:16].C([O:19][CH:20]=[C:21]([C:27](OCC)=O)[C:22]([O:24][CH2:25][CH3:26])=[O:23])C>C1COCC1>[CH3:15][C:11]1[C:10]2[N:9]([C:20](=[O:19])[C:21]([C:22]([O:24][CH2:25][CH3:26])=[O:23])=[CH:27][CH:16]=2)[CH:14]=[CH:13][CH:12]=1 |f:0.1|. Procedure: To a solution of LDA (1.8 M in THF/heptane/ethylbenzene, 64.8 mL, 117 mmol) in THF (200 mL) at −78° C. was added 2,3-lutidine (10.6 mL, 93.3 mmol) in THF (62 mL) dropwise over 10 min. After stirring the mixture an additional 40 min at −78° C., diethyl ethoxymethylenemalonate (21.7 mL, 107 mmol) in THF (30 mL) was added slowly over 15 min. The mixture was warmed slowly to rt over 2.5 h. The resulting solution was quenched with saturated aqueous NH4Cl and extracted with CH2Cl2 (3×). The combined e... Starting materials: NC1=C(C(=O)O)C=CC(=C1)C(=O)O (2-aminoterephthalic acid), ClC1=NC=C(C(=O)O)C=C1 (6-chloronicotinic acid), Cl (HCl), C(C)O (ethanol). Yields the product C(=O)(OCC)C1=CC=C2C(N3C(=NC2=C1)C=CC(=C3)C(=O)O)=O (3-carboethoxy-11-oxo-11H-pyrido[2,1-b]quinazoline-8-carboxylic acid). As a reaction SMILES: [NH2:1][C:2]1[CH:10]=[C:9]([C:11]([OH:13])=[O:12])[CH:8]=[CH:7][C:3]=1[C:4]([OH:6])=O.Cl[C:15]1[CH:23]=[CH:22][C:18]([C:19]([OH:21])=[O:20])=[CH:17][N:16]=1.Cl.[CH2:25](O)[CH3:26]>>[C:11]([C:9]1[CH:10]=[C:2]2[C:3]([C:4](=[O:6])[N:16]3[CH:17]=[C:18]([C:19]([OH:21])=[O:20])[CH:22]=[CH:23][C:15]3=[N:1]2)=[CH:7][CH:8]=1)([O:13][CH2:25][CH3:26])=[O:12]. Reported procedure: A mixture of 2.00g (11.1 mmol) of 2-aminoterephthalic acid, 1.73g (11.1 mmol) of 6-chloronicotinic acid, 2.5ml of conc. HCl and 25ml of ethanol was heated at reflux for 67 hours. The mixture was cooled and filtered to give 0.90g of solid, mp. 275° -324° . The crude material was recrystallized from 1-propanol and gave 0.40g of the mono-esterified product, mp. 283° -293° dec. The reactants are FC(F)Cl, Cl, [Na+], C1COCCO1, [OH-], O, Sc1nc2ncccc2s1. Product: FC(F)Sc1nc2ncccc2s1. RXN SMILES: [Cl:13][CH:14]([F:15])[F:16].[ClH:17].[Na+:12].[O:18]1[CH2:19][CH2:20][O:21][CH2:22][CH2:23]1.[OH-:11].[OH2:24].[s:1]1[c:2]([SH:10])[n:3][c:4]2[n:5][cH:6][cH:7][cH:8][c:9]12>>[s:1]1[c:2]([S:10][CH:14]([F:15])[F:16])[n:3][c:4]2[n:5][cH:6][cH:7][cH:8][c:9]12.